From a dataset of the Open Reaction Database (ORD), a public repository of structured organic reaction records. describe an organic reaction: reactants, conditions, products, and yield Reactants: S(=O)(Cl)Cl (Thionyl chloride), ClC=1C(=NC=C(C1)Cl)OC1=CC=C(OC(C(=O)O)C)C=C1 (2-{p-[(3,5-dichloro-2-pyridyl)oxy]phenoxy}propionic acid), CN(C=O)C (dimethylformamide). The solvent is C(Cl)(Cl)Cl (chloroform). Run at temperature 63 celsius, time 21 hour. Product: ClC=1C(=NC=C(C1)Cl)OC1=CC=C(OC(C(=O)Cl)C)C=C1 (2-{p-[(3,5-dichloro-2-pyridyl)oxy]phenoxy}propionyl chloride). Reaction SMILES: S(Cl)([Cl:3])=O.[Cl:5][C:6]1[C:7]([O:13][C:14]2[CH:25]=[CH:24][C:17]([O:18][CH:19]([CH3:23])[C:20](O)=[O:21])=[CH:16][CH:15]=2)=[N:8][CH:9]=[C:10]([Cl:12])[CH:11]=1.CN(C)C=O>C(Cl)(Cl)Cl>[Cl:5][C:6]1[C:7]([O:13][C:14]2[CH:25]=[CH:24][C:17]([O:18][CH:19]([CH3:23])[C:20]([Cl:3])=[O:21])=[CH:16][CH:15]=2)=[N:8][CH:9]=[C:10]([Cl:12])[CH:11]=1. Procedure: Thionyl chloride (18.8 mL, 257.1 mmol) is added dropwise to a mixture of 2-{p-[(3,5-dichloro-2-pyridyl)oxy]phenoxy}propionic acid (21.1 g, 64.3 mmol) in chloroform (220 mL). When the addition is complete, dimethylformamide (1.5 mL) is added and the reaction mixture is stirred for 21 hours at 63° C., concentrated in vacuo and chased with chloroform to obtain the title product as a yellow syrup which is identified by 1H NMR spectral analysis. The reactants are CC(OC(=O)c1ccccc1)C(N)=O, COc1ccc(P2(=S)SP(=S)(c3ccc(OC)cc3)S2)cc1, COCCOC, CCOC(C)=O. The product is CC(OC(=O)c1ccccc1)C(N)=S. RXN SMILES: [C:1]([c:2]1[cH:3][cH:4][cH:5][cH:6][cH:7]1)(=[O:8])[O:9][CH:10]([C:11](=[O:12])[NH2:13])[CH3:14].[CH3:15][O:16][c:17]1[cH:18][cH:19][c:20]([P:21]2(=[S:24])[S:22][P:23]([c:25]3[cH:26][cH:27][c:28]([O:29][CH3:30])[cH:31][cH:32]3)(=[S:33])[S:34]2)[cH:35][cH:36]1.[CH3:37][O:38][CH2:39][CH2:40][O:41][CH3:42].[CH3:43][CH2:44][O:45][C:46](=[O:47])[CH3:48]>>[C:1]([c:2]1[cH:3][cH:4][cH:5][cH:6][cH:7]1)(=[O:8])[O:9][CH:10]([C:11]([NH2:13])=[S:24])[CH3:14].